From a dataset of the Open Reaction Database (ORD), a public repository of structured organic reaction records. describe an organic reaction: reactants, conditions, products, and yield Reactants: [OH-].[Na+] (sodium hydroxide), FC(C(=O)OC)C=1C=C2C=CC=NC2=CC1 (methyl 2-fluoro-2-(quinolin-6-yl)acetate), Cl (HCl). Run in CO (methanol). Conditions: time 48 hour. Yields the product FC(C(=O)O)C=1C=C2C=CC=NC2=CC1 (2-Fluoro-2-(quinolin-6-yl)acetic acid). Reaction SMILES: [F:1][CH:2]([C:7]1[CH:8]=[C:9]2[C:14](=[CH:15][CH:16]=1)[N:13]=[CH:12][CH:11]=[CH:10]2)[C:3]([O:5]C)=[O:4].[OH-].[Na+].Cl>CO>[F:1][CH:2]([C:7]1[CH:8]=[C:9]2[C:14](=[CH:15][CH:16]=1)[N:13]=[CH:12][CH:11]=[CH:10]2)[C:3]([OH:5])=[O:4] |f:1.2|. Procedure: To a solution containing methyl 2-fluoro-2-(quinolin-6-yl)acetate (0.49 g, 2.2 mmol) in methanol (3.0 ml) was added sodium hydroxide (5 M, 1.0 ml, 5.0 mmol). The mixture was stirred at rt for 48 h and then neutralized with 5 N HCl (1.0 mL). The solution was allowed to sit overnight during which time a precipitate formed. The solution was filtered and the filtercake washed with cold water then dried under vacuum to afford the title compound as a tan solid. MS (ESI, pos. ion) m/z: 206 (M+1).